This data is from the Open Reaction Database (ORD), a public repository of structured organic reaction records. The task is: describe an organic reaction: reactants, conditions, products, and yield Reactants: [H-].[Na+] (sodium hydride), C1(=CC=CC=C1)O (phenol), ClCC=1N=C(SC1)NC(C)=O (N-(4-(chloromethyl)thiazol-2-yl)acetamide). The solvent is C1CCOC1 (THF), C(C)O (ethanol). Conditions: temperature 0 celsius, time 10 minute. Product: O(C1=CC=CC=C1)CC=1N=C(SC1)NC(C)=O (N-(4-phenoxymethyl-thiazol-2-yl)-acetamide). Isolated yield 20.0%. RXN SMILES: [H-].[Na+].[C:3]1([OH:9])[CH:8]=[CH:7][CH:6]=[CH:5][CH:4]=1.Cl[CH2:11][C:12]1[N:13]=[C:14]([NH:17][C:18](=[O:20])[CH3:19])[S:15][CH:16]=1>C1COCC1.C(O)C>[O:9]([CH2:11][C:12]1[N:13]=[C:14]([NH:17][C:18](=[O:20])[CH3:19])[S:15][CH:16]=1)[C:3]1[CH:8]=[CH:7][CH:6]=[CH:5][CH:4]=1 |f:0.1|. Procedure: To a solution of sodium hydride (55 mg, 60% dispersion in mineral oil, 1.38 mmol) in THF (1 ml) at 0° C. was added phenol (100 mg, 1.06 mmol). After stirred at 0° C. for 10 minutes, the reaction solution was warmed to room temperature and stirred for 10 minutes. The reaction solution was cooled to 0° C. again, and was added a solution of N-(4-(chloromethyl)thiazol-2-yl)acetamide in ethanol (1 ml). The reaction was stirred at room temperature overnight and then was heated at 70° C. for 5 hours. T... Reactants: CS(=O)(=O)O[C@@H]1C[C@H](N(C1)C(=O)OCC1=CC=C(C=C1)[N+](=O)[O-])C(=O)OC ((2S, 4R)-4-methanesulfonyloxy-2-methoxycarbonyl-1-p-nitrobenzyloxycarbonylpyrrolidine), [H-].[Na+] (sodium hydride), C1(=CC=CC=C1)C(C1=CC=CC=C1)(C1=CC=CC=C1)S (triphenylmethylmercaptan), ice water, Cl (hydrochloric acid). Run in CN(C=O)C (dimethylformamide), C(C)(=O)OCC (ethyl acetate), CN(C=O)C (dimethylformamide). Conditions: time 5 minute. Product: C1(=CC=CC=C1)C(S[C@H]1C[C@H](N(C1)C(=O)OCC1=CC=C(C=C1)[N+](=O)[O-])C(=O)OC)(C1=CC=CC=C1)C1=CC=CC=C1 ((2S ,4S)-4-triphenylmethylthio-2-methoxycarbonyl-1-p-nitrobenzyloxycarbonylpyrrolidine). Yield: 59.4%. Reaction SMILES: [H-].[Na+].[C:3]1([C:9]([SH:22])([C:16]2[CH:21]=[CH:20][CH:19]=[CH:18][CH:17]=2)[C:10]2[CH:15]=[CH:14][CH:13]=[CH:12][CH:11]=2)[CH:8]=[CH:7][CH:6]=[CH:5][CH:4]=1.CS(O[C@H:28]1[CH2:32][N:31]([C:33]([O:35][CH2:36][C:37]2[CH:42]=[CH:41][C:40]([N+:43]([O-:45])=[O:44])=[CH:39][CH:38]=2)=[O:34])[C@H:30]([C:46]([O:48][CH3:49])=[O:47])[CH2:29]1)(=O)=O.Cl>CN(C)C=O.C(OCC)(=O)C>[C:3]1([C:9]([C:10]2[CH:15]=[CH:14][CH:13]=[CH:12][CH:11]=2)([C:16]2[CH:17]=[CH:18][CH:19]=[CH:20][CH:21]=2)[S:22][C@@H:28]2[CH2:32][N:31]([C:33]([O:35][CH2:36][C:37]3[CH:38]=[CH:39][C:40]([N+:43]([O-:45])=[O:44])=[CH:41][CH:42]=3)=[O:34])[C@H:30]([C:46]([O:48][CH3:49])=[O:47])[CH2:29]2)[CH:8]=[CH:7][CH:6]=[CH:5][CH:4]=1 |f:0.1|. Procedure details: To a suspension of sodium hydride (1.26 g) (60% dispersion in oil) in dimethylformamide (50 ml) under ice cooling is added triphenylmethylmercaptan (10.9 g) in small portions and stirred for 5 minutes at room temperature. A solution of crude (2S,4R)-4-methanesulfonyloxy-2-methoxycarbonyl-1-p-nitrobenzyloxycarbonylpyrrolidine (2:10.6 g) in dimethylformamide (80 ml) is added to this mixture, and the whole mixture is stirred in an oil bath at 50° C. overnight. The reaction mixture is diluted with e... Reactants: C1=CC=C2C(=C1)C(=C(C(=O)N2)C(=O)O)C(=O)O (2(1H)-Oxo-quinoline-3,4-dicarboxylic acid), P(=O)(Cl)(Cl)Cl (phosphorous oxychloride). The reagents and catalysts are CN(C=O)C (dimethyl formamide). Conditions: time 20 minute. The product is ClC1=NC=2C=CC=CC2C2=C1C(OC2=O)=O (4-Chloro-furo[3,4-c]quinoline-1,3-dione). Reaction SMILES: [CH:1]1[CH:6]=[C:5]2[C:7]([C:15]([OH:17])=[O:16])=[C:8]([C:12]([OH:14])=O)[C:9]([NH:11][C:4]2=[CH:3][CH:2]=1)=O.P(Cl)(Cl)([Cl:20])=O>CN(C)C=O>[Cl:20][C:9]1[C:8]2[C:12](=[O:14])[O:17][C:15](=[O:16])[C:7]=2[C:5]2[CH:6]=[CH:1][CH:2]=[CH:3][C:4]=2[N:11]=1. Procedure details: A mixture of 2(1H)-Oxo-quinoline-3,4-dicarboxylic acid (2.0 g), phosphorous oxychloride (10 mL) and 8 drops of dimethyl formamide was refluxed with stirring for 20 min. The reaction mixture was concentrated in vacuo and the residue treated with ice water to afford 4-Chloro-furo[3,4-c]quinoline-1,3-dione as a tan solid. The reactants are C(C1=CC=CC=C1)N1C(=NC=2CCN(C3=C(C12)C=CC=C3)C(=O)C3=CC=CC=C3)C ((1-Benzyl-2-methyl-4,5-dihydro-1H-1,3,6-triaza-benzo[e]azulen-6-yl)-phenyl-methanone), Cl (HCl). Isolated yield 78.0%. Run in CO (methanol). Product: C(C1=CC=CC=C1)N1C(=NC=2CCNC3=C(C12)C=CC=C3)C (1-Benzyl-2-methyl-1,4,5,6-tetrahydro-1,3,6-triaza-benzo[e]azulene). As a reaction SMILES: [CH2:1]([N:8]1[C:17]2[C:16]3[CH:18]=[CH:19][CH:20]=[CH:21][C:15]=3[N:14](C(C3C=CC=CC=3)=O)[CH2:13][CH2:12][C:11]=2[N:10]=[C:9]1[CH3:30])[C:2]1[CH:7]=[CH:6][CH:5]=[CH:4][CH:3]=1.Cl>CO>[CH2:1]([N:8]1[C:17]2[C:16]3[CH:18]=[CH:19][CH:20]=[CH:21][C:15]=3[NH:14][CH2:13][CH2:12][C:11]=2[N:10]=[C:9]1[CH3:30])[C:2]1[CH:3]=[CH:4][CH:5]=[CH:6][CH:7]=1. Reported procedure: (1-Benzyl-2-methyl-4,5-dihydro-1H-1,3,6-triaza-benzo[e]azulen-6-yl)-phenyl-methanone from Example E5a.1 (5.73 g, 14.6 mmol) was placed in methanol (50 ml) and a 6M HCl aqueous solution (200 ml) was added. The reaction mixture was heated at reflux for 18 h then concentrated in vacuo. The residue was dissolved in dichloromethane, basified with saturated NaHCO3 then washed with brine, dried and concentrated in vacuo to yield the title compound (3.30 g, 78%). Reactants: C1(CC1)COC1=C(C=C(C(=C1)F)C)C=1C2=C(N=CN1)C(=C(N2COCC[Si](C)(C)C)C)C(=O)O (4-[2-(cyclopropylmethoxy)-4-fluoro-5-methylphenyl]-6-methyl-5-{[2-(trimethylsilyl)ethoxy]methyl}-5H-pyrrolo[3,2-d]pyrimidine-7-carboxylic acid), N[C@H]1CC[C@H](CC1)NC(OC(C)(C)C)=O (tert-butyl cis-(4-amino-cyclohexyl)-carbamate). Yields the product C(C)(C)(C)OC(N[C@@H]1CC[C@@H](CC1)NC(=O)C1=C(N(C2=C1N=CN=C2C2=C(C=C(C(=C2)C)F)OCC2CC2)COCC[Si](C)(C)C)C)=O (tert-Butyl(cis-4-{[(4-[2-(cyclopropylmethoxy)-4-fluoro-5-methylphenyl]-6-methyl-5-{[2-(trimethylsilyl)ethoxy]methyl}-5H-pyrrolo[3,2-d]pyrimidin-7-yl)carbonyl]amino}cyclohexyl)carbamate). Reaction SMILES: [CH:1]1([CH2:4][O:5][C:6]2[CH:11]=[C:10]([F:12])[C:9]([CH3:13])=[CH:8][C:7]=2[C:14]2[C:15]3[N:22]([CH2:23][O:24][CH2:25][CH2:26][Si:27]([CH3:30])([CH3:29])[CH3:28])[C:21]([CH3:31])=[C:20]([C:32](O)=[O:33])[C:16]=3[N:17]=[CH:18][N:19]=2)[CH2:3][CH2:2]1.[NH2:35][C@@H:36]1[CH2:41][CH2:40][C@H:39]([NH:42][C:43](=[O:49])[O:44][C:45]([CH3:48])([CH3:47])[CH3:46])[CH2:38][CH2:37]1>>[C:45]([O:44][C:43](=[O:49])[NH:42][C@H:39]1[CH2:40][CH2:41][C@@H:36]([NH:35][C:32]([C:20]2[C:16]3[N:17]=[CH:18][N:19]=[C:14]([C:7]4[CH:8]=[C:9]([CH3:13])[C:10]([F:12])=[CH:11][C:6]=4[O:5][CH2:4][CH:1]4[CH2:2][CH2:3]4)[C:15]=3[N:22]([CH2:23][O:24][CH2:25][CH2:26][Si:27]([CH3:28])([CH3:30])[CH3:29])[C:21]=2[CH3:31])=[O:33])[CH2:37][CH2:38]1)([CH3:46])([CH3:48])[CH3:47]. Procedure: Starting from 4-[2-(cyclopropylmethoxy)-4-fluoro-5-methylphenyl]-6-methyl-5-{[2-(trimethylsilyl)ethoxy]methyl}-5H-pyrrolo[3,2-d]pyrimidine-7-carboxylic acid (example D.c11) and commercially available tert-butyl cis-(4-amino-cyclohexyl)-carbamate the title compound is obtained as pale yellow foam. Conditions: time 30 minute. The reactants are [BH4-].[Na+] (sodium borohydride), N1=C(C=CC=C1)OC1=CC=C(C=C1)C=O ((4-(2-pyridyloxy)phenyl)formaldehyde), O (water). Isolated yield 81.3%. The solvent is CO (methanol). Product: N1=C(C=CC=C1)OC1=CC=C(C=C1)CO ((4-(2-pyridyloxy)phenyl)methanol). Procedure: A stirred solution of 15.3 grams (0.077 mole) of (4-(2-pyridyloxy)phenyl)formaldehyde (a known compound) in 150 mL of methanol was cooled to 0-5° C., and 3.2 grams (0.085 mole) of sodium borohydride was added portion wise. Upon completion of addition, the reaction mixture was allowed to warm to ambient temperature where it stirred for 30 minutes. After this time, the reaction mixture was cooled to 5° C. and 150 mL of water was carefully added to destroy excess sodium borohydride. The mixture was... Reaction SMILES: [N:1]1[CH:6]=[CH:5][CH:4]=[CH:3][C:2]=1[O:7][C:8]1[CH:13]=[CH:12][C:11]([CH:14]=[O:15])=[CH:10][CH:9]=1.[BH4-].[Na+].O>CO>[N:1]1[CH:6]=[CH:5][CH:4]=[CH:3][C:2]=1[O:7][C:8]1[CH:13]=[CH:12][C:11]([CH2:14][OH:15])=[CH:10][CH:9]=1 |f:1.2|. The reactants are [I-].[Li+] (Lithium iodide), ClC=1C=C(CN2C(=CC3=C(C(=CC=C23)OC)OCC(N)=O)C(=O)OC)C=CC1Cl (methyl N-(3,4-dichlorobenzyl)-5-methoxy-4-carbamoylmethoxyindole-2-carboxylate). Solvent: N1=CC=CC=C1 (pyridine). Run at temperature 115 celsius. Yields the product ClC=1C=C(CN2C(=CC3=C(C(=CC=C23)OC)OCC(N)=O)C(=O)O)C=CC1Cl (N-(3,4-Dichlorobenzyl)-5-methoxy-4-(carbamoylmethoxy)indole-2-carboxylic Acid). The yield is 30.1%. Reaction SMILES: [I-].[Li+].[Cl:3][C:4]1[CH:5]=[C:6]([CH:28]=[CH:29][C:30]=1[Cl:31])[CH2:7][N:8]1[C:16]2[C:11](=[C:12]([O:19][CH2:20][C:21](=[O:23])[NH2:22])[C:13]([O:17][CH3:18])=[CH:14][CH:15]=2)[CH:10]=[C:9]1[C:24]([O:26]C)=[O:25]>N1C=CC=CC=1>[Cl:3][C:4]1[CH:5]=[C:6]([CH:28]=[CH:29][C:30]=1[Cl:31])[CH2:7][N:8]1[C:16]2[C:11](=[C:12]([O:19][CH2:20][C:21](=[O:23])[NH2:22])[C:13]([O:17][CH3:18])=[CH:14][CH:15]=2)[CH:10]=[C:9]1[C:24]([OH:26])=[O:25] |f:0.1|. Reported procedure: Lithium iodide (0.39 g) was added to stirred solution of methyl N-(3,4-dichlorobenzyl)-5-methoxy-4-carbamoylmethoxyindole-2-carboxylate (0.12 g) in pyridine (10 ml) under an atmosphere of argon. The reaction was then heated at 115° C. for 16 hours. The solvent was removed in vacuo and the residue was partitioned between ethyl acetate and hydrochloric acid (2.0 M, 10 ml). Combined organic extracts were washed with water and saturated aqueous sodium chloride solution, dried (MgSO4) and concentrate... The reactants are CCOC(=O)c1cc(OCC)c(N)c(OCC)c1, CC(C)C[AlH]CC(C)C, ClCCl. The product is CCOc1cc(C=O)cc(OCC)c1N. As a reaction SMILES: [CH2:1]([O:3][C:4](=[O:2])[c:5]1[cH:6][c:7]([O:15][CH2:16][CH3:17])[c:8]([NH2:14])[c:9]([O:11][CH2:12][CH3:13])[cH:10]1)[CH3:18].[CH3:19][CH:20]([CH2:21][AlH:22][CH2:23][CH:24]([CH3:25])[CH3:26])[CH3:27].[Cl:28][CH2:29][Cl:30]>>[O:3]=[CH:4][c:5]1[cH:6][c:7]([O:15][CH2:16][CH3:17])[c:8]([NH2:14])[c:9]([O:11][CH2:12][CH3:13])[cH:10]1. Procedure details: N-Acetyl-2-aminomethyl-3-methylthiophene is dissolved in carbon tetrachloride and treated with an equimolar amount of N-bromosuccinimide and a catalytic amount of dibenzoyl peroxide. The mixture is heated to reflux for 3 hours while irradiating with a 250 watt light. The mixture is cooled and the precipitated succinimide removed by filtration. The filtrate is washed with saturated sodium bisulphite solution, dried over magnesium sulfate and evaporated to yield the title compound. Yields the product C(C)(=O)NCC=1SC=CC1CBr (N-Acetyl-2-aminomethyl-3-bromomethylthiophene). The solvent is C(Cl)(Cl)(Cl)Cl (carbon tetrachloride). RXN SMILES: [C:1]([NH:4][CH2:5][C:6]1[S:7][CH:8]=[CH:9][C:10]=1[CH3:11])(=[O:3])[CH3:2].[Br:12]N1C(=O)CCC1=O.C(OOC(=O)C1C=CC=CC=1)(=O)C1C=CC=CC=1>C(Cl)(Cl)(Cl)Cl>[C:1]([NH:4][CH2:5][C:6]1[S:7][CH:8]=[CH:9][C:10]=1[CH2:11][Br:12])(=[O:3])[CH3:2]. Reactants: BrN1C(CCC1=O)=O (N-bromosuccinimide), C(C)(=O)NCC=1SC=CC1C (N-Acetyl-2-aminomethyl-3-methylthiophene), C(C1=CC=CC=C1)(=O)OOC(C1=CC=CC=C1)=O (dibenzoyl peroxide).